This data is from the Open Reaction Database (ORD), a public repository of structured organic reaction records. The task is: describe an organic reaction: reactants, conditions, products, and yield The reactants are N#Cc1ccc(CBr)cc1Cl, CN(C)C=O, CCOC(C)=O, CCN(C(C)C)C(C)C, Cl, CC(C)(C)OC(=O)C1CNC1. The product is CC(C)(C)OC(=O)C1CN(Cc2ccc(C#N)c(Cl)c2)C1. As a reaction SMILES: [Br:1][CH2:2][c:3]1[cH:4][c:5]([Cl:11])[c:6]([C:7]#[N:8])[cH:9][cH:10]1.[CH3:33][N:34]([CH3:35])[CH:36]=[O:37].[CH3:38][CH2:39][O:40][C:41](=[O:42])[CH3:43].[CH:24]([N:25]([CH:26]([CH3:27])[CH3:28])[CH2:29][CH3:30])([CH3:31])[CH3:32].[ClH:23].[NH:12]1[CH2:13][CH:14]([C:16](=[O:17])[O:18][C:19]([CH3:20])([CH3:21])[CH3:22])[CH2:15]1>>[CH2:2]([c:3]1[cH:4][c:5]([Cl:11])[c:6]([C:7]#[N:8])[cH:9][cH:10]1)[N:12]1[CH2:13][CH:14]([C:16](=[O:17])[O:18][C:19]([CH3:20])([CH3:21])[CH3:22])[CH2:15]1. Starting materials: O1CCC2=C1C=C(C=C2)[C@H]([C@@H](C)NC(OC(C)(C)C)=O)O (t-Butyl (1R,2R)-1-(2,3-dihydrobenzofuran-6-yl)-1-hydroxypropan-2-ylcarbamate), Cl (HCl). Solvent: CCOC(=O)C (EtOAc). The product is N[C@@H]([C@H](O)C1=CC2=C(CCO2)C=C1)C ((1R,2R)-2-Amino-1-(2,3-dihydrobenzofuran-6-yl)propan-1-ol), Cl (hydrochloride). Isolated yield 98.0%. Reaction SMILES: [O:1]1[C:5]2[CH:6]=[C:7]([C@@H:10]([OH:21])[C@H:11]([NH:13]C(=O)OC(C)(C)C)[CH3:12])[CH:8]=[CH:9][C:4]=2[CH2:3][CH2:2]1.[ClH:22]>CCOC(C)=O>[NH2:13][C@H:11]([CH3:12])[C@@H:10]([C:7]1[CH:8]=[CH:9][C:4]2[CH2:3][CH2:2][O:1][C:5]=2[CH:6]=1)[OH:21].[ClH:22]. Procedure: t-Butyl (1R,2R)-1-(2,3-dihydrobenzofuran-6-yl)-1-hydroxypropan-2-ylcarbamate (1.58 g, 5.39 mmol) was stirred in a solution of HCl in EtOAc (1M, 20 ml) at 60° C. for 2 h. After cooling the solid precipitate was filtered and dried to afford the subtitle compound as hydrochloride (1.22 g, 98%). Starting materials: Clc1ccc(CBr)c(CBr)c1, COC(=O)CC(=O)OC, CO, Cl, [Na]. Product: COC(=O)C1(C(=O)OC)Cc2ccc(Cl)cc2C1. Reaction SMILES: [Br:2][CH2:3][c:4]1[c:5]([CH2:11][Br:12])[cH:6][c:7]([Cl:10])[cH:8][cH:9]1.[C:13]([CH2:14][C:15](=[O:16])[O:17][CH3:18])(=[O:19])[O:20][CH3:21].[CH3:23][OH:24].[ClH:22].[Na:1]>>[CH2:3]1[c:4]2[c:5]([cH:6][c:7]([Cl:10])[cH:8][cH:9]2)[CH2:11][C:14]1([C:13](=[O:19])[O:20][CH3:21])[C:15](=[O:16])[O:17][CH3:18]. Starting materials: C(CCC)OCCOC1=CC=C(C=C1)C=1C=CC2=C(C=C(CCCO2)C(=O)OCC)C1 (Ethyl 8-[4-(2-butoxyethoxy)phenyl]-3,4-dihydro-1-benzoxocin-5-carboxylate), [OH-].[Na+] (sodium hydroxide). Solvent: C1CCOC1 (THF), CO (methanol). Conditions: time 8 hour. The product is C(CCC)OCCOC1=CC=C(C=C1)C=1C=CC2=C(C=C(CCCO2)C(=O)O)C1 (8-[4-(2-butoxyethoxy)phenyl]-3,4-dihydro-2H-1-benzoxocin-5-carboxylic acid). Yield: 32.5%. As a reaction SMILES: [CH2:1]([O:5][CH2:6][CH2:7][O:8][C:9]1[CH:14]=[CH:13][C:12]([C:15]2[CH:16]=[CH:17][C:18]3[O:25][CH2:24][CH2:23][CH2:22][C:21]([C:26]([O:28]CC)=[O:27])=[CH:20][C:19]=3[CH:31]=2)=[CH:11][CH:10]=1)[CH2:2][CH2:3][CH3:4].[OH-].[Na+]>C1COCC1.CO>[CH2:1]([O:5][CH2:6][CH2:7][O:8][C:9]1[CH:10]=[CH:11][C:12]([C:15]2[CH:16]=[CH:17][C:18]3[O:25][CH2:24][CH2:23][CH2:22][C:21]([C:26]([OH:28])=[O:27])=[CH:20][C:19]=3[CH:31]=2)=[CH:13][CH:14]=1)[CH2:2][CH2:3][CH3:4] |f:1.2|. Procedure: Ethyl 8-[4-(2-butoxyethoxy)phenyl]-3,4-dihydro-1-benzoxocin-5-carboxylate (527 mg) was dissolved in THF (40 ml) and methanol (40 ml). Aqueous 1N sodium hydroxide solution (12.4 ml) was added to the solution and the resulting solution was stirred overnight. After neutralization with 1N hydrochloric acid at 0° C., the solution was extracted with ethyl acetate. The organic layer was washed with saturated saline and dried over magnesium sulfate. The solvent was distilled off under reduced pressure a...